Dataset: the Open Reaction Database (ORD), a public repository of structured organic reaction records. Task: describe an organic reaction: reactants, conditions, products, and yield Reported procedure: 0.72 g (18.9 mmol) of sodium borohydride was added in 4 portions to a solution of 7.2 g (18.9 mmol) of tert-butyl [1-(4-fluorophenyl)-2-naphthalen-1-yl-2-oxoethyl]carbamate in 75 ml of methanol at 0-5° C. The reaction mixture was stirred at 0-5° C. for 1 h and then poured into an aqueous sodium dihydrogen phosphate solution (80 g/l). Extraction twice with ethyl acetate was followed by drying on magnesium sulfate. Concentration resulted in 7.4 g of tert-butyl [1-(4-fluorophenyl)-2-hydroxy-2-napht... The reactants are [BH4-].[Na+] (sodium borohydride), FC1=CC=C(C=C1)C(C(=O)C1=CC=CC2=CC=CC=C12)NC(OC(C)(C)C)=O (tert-butyl [1-(4-fluorophenyl)-2-naphthalen-1-yl-2-oxoethyl]carbamate), P(=O)(O)(O)[O-].[Na+] (sodium dihydrogen phosphate). Reaction SMILES: [BH4-].[Na+].[F:3][C:4]1[CH:9]=[CH:8][C:7]([CH:10]([NH:23][C:24](=[O:30])[O:25][C:26]([CH3:29])([CH3:28])[CH3:27])[C:11]([C:13]2[C:22]3[C:17](=[CH:18][CH:19]=[CH:20][CH:21]=3)[CH:16]=[CH:15][CH:14]=2)=[O:12])=[CH:6][CH:5]=1.P([O-])(O)(O)=O.[Na+]>CO>[F:3][C:4]1[CH:5]=[CH:6][C:7]([CH:10]([NH:23][C:24](=[O:30])[O:25][C:26]([CH3:28])([CH3:27])[CH3:29])[CH:11]([OH:12])[C:13]2[C:22]3[C:17](=[CH:18][CH:19]=[CH:20][CH:21]=3)[CH:16]=[CH:15][CH:14]=2)=[CH:8][CH:9]=1 |f:0.1,3.4|. The product is FC1=CC=C(C=C1)C(C(C1=CC=CC2=CC=CC=C12)O)NC(OC(C)(C)C)=O (tert-butyl [1-(4-fluorophenyl)-2-hydroxy-2-naphthalen-1-ylethyl]carbamate). Run in CO (methanol). The yield is 102.6%. Reaction conditions: temperature 2.5 celsius, time 1 hour.